This data is from the Open Reaction Database (ORD), a public repository of structured organic reaction records. The task is: describe an organic reaction: reactants, conditions, products, and yield Starting materials: [OH-].[Na+] (sodium hydroxide), [Br-] (bromide), [N+](=O)([O-])C=1C=C(C(=CC1)C)C (4-nitro-o-xylene), C(C)(C)O (isopropyl alcohol), [S] (sulfur), O.O.O.O.O.O.O.O.O.[S-2].[Na+].[Na+] (sodium sulfide nonahydrate), C(C)(C)O (isopropyl alcohol). Solvent: O (water). Run at time 1 hour. Product: C(C)(=O)NC1=CC(=C(C=O)C=C1)C (4-acetylamino-2-methylbenzaldehyde). The yield is 68.0%. Reaction SMILES: [OH-:1].[Na+].[S].O.O.O.O.O.O.O.O.O.[S-2].[Na+].[Na+].[N+:16]([C:19]1[CH:20]=[C:21]([CH3:26])[C:22]([CH3:25])=[CH:23][CH:24]=1)([O-])=O.[Br-].[CH:28]([OH:31])(C)[CH3:29]>O>[C:28]([NH:16][C:19]1[CH:24]=[CH:23][C:22]([CH:25]=[O:1])=[C:21]([CH3:26])[CH:20]=1)(=[O:31])[CH3:29] |f:0.1,3.4.5.6.7.8.9.10.11.12.13.14,^3:2|. Reported procedure: In a 500-ml flask, place 12.0 g (0.3 m) of sodium hydroxide pellets, 6.41 g (0.2 m) of sulfur powder, 18.0 g (0.075 m) of sodium sulfide nonahydrate, and 140 ml of distilled water. Heat the mixture with good stirring to about 70 C. to make an orange-red solution. In a 100-ml beaker, place 22.7 g (0.15 m) of 4-nitro-o-xylene, 2.4 g (5 mole %) of tetrabutlammonium bromide and 30 ml of isopropyl alcohol. Warm it to 50 C. with occasional stirring to make a clear pale-yellow solution. Add the solutio...